This data is from the Open Reaction Database (ORD), a public repository of structured organic reaction records. The task is: describe an organic reaction: reactants, conditions, products, and yield Starting materials: CC(C(=O)OC)(C(C=1C(=NC=NC1)SC)C1=C(C=CC=C1)F)C (methyl 2,2-dimethyl-3-(2-fluorophenyl)-3-(4-methylthio-5-pyrimidinyl)propanoate), C[S-].[Na+] (sodium methanethiolate), Cl (hydrochloric acid). The solvent is CN(C=O)C (N,N-dimethylformamide). Conditions: time 30 minute. The product is CC(C(=O)O)(C(C=1C(=NC=NC1)SC)C1=C(C=CC=C1)F)C (2,2-Dimethyl-3-(2-fluorophenyl)-3-(4-methylthio-5-pyrimidinyl)propanoic acid). As a reaction SMILES: [CH3:1][C:2]([CH3:23])([CH:7]([C:16]1[CH:21]=[CH:20][CH:19]=[CH:18][C:17]=1[F:22])[C:8]1[C:9]([S:14][CH3:15])=[N:10][CH:11]=[N:12][CH:13]=1)[C:3]([O:5]C)=[O:4].C[S-].[Na+].Cl>CN(C)C=O>[CH3:1][C:2]([CH3:23])([CH:7]([C:16]1[CH:21]=[CH:20][CH:19]=[CH:18][C:17]=1[F:22])[C:8]1[C:9]([S:14][CH3:15])=[N:10][CH:11]=[N:12][CH:13]=1)[C:3]([OH:5])=[O:4] |f:1.2|. Reported procedure: A solution of 1.0 g (3.0 mmol) of methyl 2,2-dimethyl-3-(2-fluorophenyl)-3-(4-methylthio-5-pyrimidinyl)propanoate and 1.7 g (24 mmol) of sodium methanethiolate in 20 mL of dry N,N-dimethylformamide was heated to 50° C. with stirring for 30 minutes. The resulting solution was poured into dilute aqueous hydrochloric acid and the mixture obtained was extracted with ether. The ethereal extract was washed with water, dried over magnesium sulfate, filtered, and concentrated by evaporation under reduce...